Dataset: the Open Reaction Database (ORD), a public repository of structured organic reaction records. Task: describe an organic reaction: reactants, conditions, products, and yield Reactants: ClC=1C=CC(=C(C(=O)C2=CC=CC=C2)C1)N1C(=NN=C1CN1C(C=2C(C1=O)=CC=CC2)=O)Cl (5-chloro-2-(3-chloro-5-phthalimidomethyl-4H-1,2,4-triazol-4-yl)benzophenone), NN (hydrazine). Yields the product ClC1=NN=C2N1C1=C(C(=NC2)C2=CC=CC=C2)C=C(C=C1)Cl (1,8-Dichloro-6-phenyl-4H-s-triazolo[4,3-a][1,4]-benzodiazepine). As a reaction SMILES: [Cl:1][C:2]1[CH:3]=[CH:4][C:5]([N:16]2[C:20]([CH2:21][N:22]3C(=O)[C:25]4=[CH:28][CH:29]=[CH:30][CH:31]=[C:24]4[C:23]3=O)=[N:19][N:18]=[C:17]2[Cl:33])=[C:6]([CH:15]=1)C(C1C=CC=CC=1)=O.NN>>[Cl:33][C:17]1[N:16]2[C:5]3[CH:4]=[CH:3][C:2]([Cl:1])=[CH:15][C:6]=3[C:23]([C:24]3[CH:31]=[CH:30][CH:29]=[CH:28][CH:25]=3)=[N:22][CH2:21][C:20]2=[N:19][N:18]=1. Procedure details: The 5-chloro-2-(3-chloro-5-phthalimidomethyl-4H-1,2,4-triazol-4-yl)benzophenone is reacted with hydrazine to form the titled compound. Reactants: CO (MeOH), BrC=1C=C(C(=O)O)C=CC1OC (3-bromo-4-methoxybenzoic acid), solution, B (borane). The solvent is C1CCOC1 (THF), C1CCOC1 (THF). Conditions: temperature 75 celsius. Yields the product BrC=1C=C(CO)C=CC1OC (3-Bromo-4-methoxybenzyl alcohol). RXN SMILES: [Br:1][C:2]1[CH:3]=[C:4]([CH:8]=[CH:9][C:10]=1[O:11][CH3:12])[C:5](O)=[O:6].B.CO>C1COCC1>[Br:1][C:2]1[CH:3]=[C:4]([CH:8]=[CH:9][C:10]=1[O:11][CH3:12])[CH2:5][OH:6]. Procedure details: To a solution of 9.8 g (42 mmol) of 3-bromo-4-methoxybenzoic acid in THF (100 mL) was added 1M solution of borane in THF (130 mL) at r.t. under nitrogen. The resulting solution was then heated at 75° C. for 30 min. The reaction mixture was then cooled to r.t. and MeOH (0.5 mL) was slowly added. The mixture was concentrated and successively treated with MeOH (0.5 mL), evaporated (2×) and finally triturated with Et2O and filtered to yield the title product as a solid, m.p.: 49°-54° C. Reactants: BrC1=CC(=C(C=C1)NC=O)C=O (4-bromo-2-formylphenylformamide), BrCCCC(=O)OCC (ethyl 4-bromobutyrate), C([O-])([O-])=O.[K+].[K+] (potassium carbonate), CN(C)C=O (DMF). Run in C(C)(=O)OCC (ethyl acetate). Reaction conditions: temperature 70 celsius, time 24 hour. Yields the product BrC1=CC(=C(N(C=O)CCCC(=O)OCC)C=C1)C=O (ethyl 4-(4-bromo-2,N-diformylanilino)butyrate). Isolated yield 79.5%. As a reaction SMILES: [Br:1][C:2]1[CH:7]=[CH:6][C:5]([NH:8][CH:9]=[O:10])=[C:4]([CH:11]=[O:12])[CH:3]=1.Br[CH2:14][CH2:15][CH2:16][C:17]([O:19][CH2:20][CH3:21])=[O:18].C(=O)([O-])[O-].[K+].[K+].CN(C=O)C>C(OCC)(=O)C>[Br:1][C:2]1[CH:7]=[CH:6][C:5]([N:8]([CH2:14][CH2:15][CH2:16][C:17]([O:19][CH2:20][CH3:21])=[O:18])[CH:9]=[O:10])=[C:4]([CH:11]=[O:12])[CH:3]=1 |f:2.3.4|. Procedure details: To 4-bromo-2-formylphenylformamide (18.07 g), ethyl 4-bromobutyrate (30.9 g) and potassium carbonate (21.9 g) was added DMF (160 ml), and the mixture was stirred at 70° C. for 24 hours. The mixture was dilute with ethyl acetate (1400 ml), washed with water (300 ml×3) and saturated brine (150 ml), and dried with magnesium sulfate. The solvent was evaporated under reduced pressure, and the residue was purified with silica gel column chromatography (300 g, hexane:ethyl acetate=4:1→1:1) to give ethy... Starting materials: CNC=1N=C(C2=C(N1)CCCS2)N2CCN(CC2)C=O (2-methylamino-4-(N-formylpiperazino)-7,8-dihydro-6H-thiopyrano[3,2-d]pyrimidine), C(C)O (ethanol), Cl (hydrochloric acid), C([O-])([O-])=O.[K+].[K+] (potassium carbonate), O (water). Product: C(\C=C/C(=O)O)(=O)O.C(\C=C/C(=O)O)(=O)O.CNC=1N=C(C2=C(N1)CCCS2)N2CCNCC2 (2-methylamino-4-piperazino-7,8-dihydro-6H-thiopyrano[3,2-d]pyrimidine dimaleate). Reaction SMILES: [CH3:1][NH:2][C:3]1[N:4]=[C:5]([N:13]2[CH2:18][CH2:17][N:16](C=O)[CH2:15][CH2:14]2)[C:6]2[S:12][CH2:11][CH2:10][CH2:9][C:7]=2[N:8]=1.[CH2:21]([OH:23])[CH3:22].Cl.[C:25](=[O:28])([O-])[O-:26].[K+].[K+].[OH2:31]>>[C:25]([OH:26])(=[O:28])/[CH:1]=[CH:22]\[C:21]([OH:23])=[O:31].[C:25]([OH:26])(=[O:28])/[CH:9]=[CH:10]\[C:11]([OH:23])=[O:31].[CH3:1][NH:2][C:3]1[N:4]=[C:5]([N:13]2[CH2:14][CH2:15][NH:16][CH2:17][CH2:18]2)[C:6]2[S:12][CH2:11][CH2:10][CH2:9][C:7]=2[N:8]=1 |f:3.4.5,7.8.9|. Procedure details: 2.5 g of 2-methylamino-4-(N-formylpiperazino)-7,8-dihydro-6H-thiopyrano[3,2-d]pyrimidine obtained in Example 4, 50 ml of ethanol and 4 ml of concentrated hydrochloric acid were heated on a water bath for 2 hours. After cooling, water was added thereto, and the mixture was rendered alkaline with potassium carbonate and extracted with chloroform. The chloroform layer was washed with water and dried over magnesium sulfate. The solvent was distilled off and the residue was converted into the corresp... Reactants: C([O-])(O)=O.[Na+] (sodium bicarbonate), II (I2), C(#N)C(C(=O)OCC)=NO (ethyl cyanoglyoxylate-2-oxime), S(=O)([O-])S(=O)[O-].[Na+].[Na+] (sodium dithionite). Run in CCOC(=O)C (EtOAc), O (water). Reaction conditions: time 2.75 hour. The product is C(C)OC(C(C#N)N)=O (amino-cyano-acetic acid ethyl ester). Isolated yield 31.0%. RXN SMILES: C(=O)(O)[O-].[Na+].[C:6]([C:8](=[N:14]O)[C:9]([O:11][CH2:12][CH3:13])=[O:10])#[N:7].S(S([O-])=O)([O-])=O.[Na+].[Na+].II>CCOC(C)=O.O>[CH2:12]([O:11][C:9](=[O:10])[CH:8]([NH2:14])[C:6]#[N:7])[CH3:13] |f:0.1,3.4.5|. Procedure: Dilute aqueous saturated sodium bicarbonate (560 mL) with deionized water (700 mL). and stir the solution while addinng ethyl cyanoglyoxylate-2-oxime (70.0 g, 493 mmol), in portions (note: some off-gassing and a gentle endotherm were observed). Add sodium dithionite (238 g, 1.37 mol, 2.8 eq.) in portions and stir at rt. After 2.5-3 hours, during this time the reaction was monitored by TLC (EtOAc, I2 stain), saturate the solution with sodium chloride (400 g), and extract the product CH2Cl2 (1×500... Starting materials: S(=O)([O-])S(=O)[O-].[Na+].[Na+] (Sodium dithionite), BrC1=CC=C(C(=N1)C(=C)C)F (6-bromo-3-fluoro-2-isopropenyl-pyridine), O.C[N+]1(CCOCC1)[O-] (N-methylmorpholine-N-oxide hydrate). Reagents/catalysts: [Os](=O)(=O)(=O)=O (osmium tetroxide). Solvent: O (water), CC(=O)C (acetone), O (water). Reaction conditions: time 44 hour. Product: BrC1=CC=C(C(=N1)C(CO)(C)O)F (2-(6-Bromo-3-fluoro-pyridin-2-yl)-propane-1,2-diol). The yield is 91.0%. RXN SMILES: [Br:1][C:2]1[N:7]=[C:6]([C:8]([CH3:10])=[CH2:9])[C:5]([F:11])=[CH:4][CH:3]=1.[OH2:12].C[N+]1([O-])CC[O:17]CC1.S(S([O-])=O)([O-])=O.[Na+].[Na+]>CC(C)=O.O.[Os](=O)(=O)(=O)=O>[Br:1][C:2]1[N:7]=[C:6]([C:8]([OH:17])([CH3:10])[CH2:9][OH:12])[C:5]([F:11])=[CH:4][CH:3]=1 |f:1.2,3.4.5|. Procedure details: To a solution of 6-bromo-3-fluoro-2-isopropenyl-pyridine (17.35 g, 80 mmol) in acetone (45 ml) and water (90 ml) was added N-methylmorpholine-N-oxide hydrate (11.4 g, 84 mmol) and osmium tetroxide (5.04 ml, 0.402 mmol). The resulting reaction mixture was stirred at room temperature for 44 hours. Sodium dithionite (2 g) in water (70 ml) was added and the reaction mixture was stirred for 15 minutes and was then filtered and concentrated in vacuo. Ethyl acetate was added and the organic layer was w...